This data is from the Open Reaction Database (ORD), a public repository of structured organic reaction records. The task is: describe an organic reaction: reactants, conditions, products, and yield Reactants: C1(=CC=CC=C1)C(N1C(C2(C3=CC=CC=C13)COC1=C2C=CC(=C1)O)=O)C1=CC=CC=C1 (1′-(diphenylmethyl)-6-hydroxyspiro[1-benzofuran-3,3′-indol]-2′(1′H)-one), O[C@H]1CN(CC1)C(=O)OC(C)(C)C (tert-butyl (3R)-3-hydroxypyrrolidine-1-carboxylate), C1(=CC=CC=C1)P(C1=CC=CC=C1)C1=CC=CC=C1 (triphenylphosphine), N(=NC(=O)OCC)C(=O)OCC (diethyl azodicarboxylate). Solvent: O1CCCC1 (tetrahydrofuran). Run at time 16 hour. Product: C1(=CC=CC=C1)C(N1C(C2(C3=CC=CC=C13)COC1=C2C=CC(=C1)O[C@@H]1CN(CC1)C(=O)OC(C)(C)C)=O)C1=CC=CC=C1 (tert-butyl (3S)-3-{[1′-(diphenylmethyl)-2′-oxo-1′,2′-dihydrospiro[1-benzofuran-3,3′-indol]-6-yl]oxy}pyrrolidine-1-carboxylate). Yield: 27.4%. Reaction SMILES: [C:1]1([CH:7]([C:27]2[CH:32]=[CH:31][CH:30]=[CH:29][CH:28]=2)[N:8]2[C:16]3[C:11](=[CH:12][CH:13]=[CH:14][CH:15]=3)[C:10]3([C:20]4[CH:21]=[CH:22][C:23]([OH:25])=[CH:24][C:19]=4[O:18][CH2:17]3)[C:9]2=[O:26])[CH:6]=[CH:5][CH:4]=[CH:3][CH:2]=1.O[C@@H:34]1[CH2:38][CH2:37][N:36]([C:39]([O:41][C:42]([CH3:45])([CH3:44])[CH3:43])=[O:40])[CH2:35]1.C1(P(C2C=CC=CC=2)C2C=CC=CC=2)C=CC=CC=1.N(C(OCC)=O)=NC(OCC)=O>O1CCCC1>[C:27]1([CH:7]([C:1]2[CH:2]=[CH:3][CH:4]=[CH:5][CH:6]=2)[N:8]2[C:16]3[C:11](=[CH:12][CH:13]=[CH:14][CH:15]=3)[C:10]3([C:20]4[CH:21]=[CH:22][C:23]([O:25][C@H:38]5[CH2:34][CH2:35][N:36]([C:39]([O:41][C:42]([CH3:45])([CH3:44])[CH3:43])=[O:40])[CH2:37]5)=[CH:24][C:19]=4[O:18][CH2:17]3)[C:9]2=[O:26])[CH:32]=[CH:31][CH:30]=[CH:29][CH:28]=1. Procedure details: To a solution of 1′-(diphenylmethyl)-6-hydroxyspiro[1-benzofuran-3,3′-indol]-2′(1′H)-one (0.45 g, 1.07 mol), tert-butyl (3R)-3-hydroxypyrrolidine-1-carboxylate (0.60 g, 3.22 mmol) and triphenylphosphine (0.70 g, 2.68 mmol) in tetrahydrofuran (50 mL) was added diethyl azodicarboxylate (0.42 mL, 2.68 mmol) slowly at 0° C. The mixture was stirred to 16 h at ambient temperature, then concentrated in vaccuo. The residue was purified by column chromatography (ethyl acetate/hexanes-1:2) to afford tert-...